Dataset: the Open Reaction Database (ORD), a public repository of structured organic reaction records. Task: describe an organic reaction: reactants, conditions, products, and yield The reactants are FC1=C(C#N)C=CC(=C1)N1C2=CC=CC=C2C=2C(=CC=CC12)C1=NC2=C(N1)C=C(C=C2)F (2-fluoro-4-[4-(6-fluoro-1H-benzimidazol-2-yl)carbazol-9-yl]benzonitrile), aqueous solution, [OH-].[Na+] (sodium hydroxide), aqueous solution, OO (hydrogen peroxide), C([O-])([O-])=O.[K+].[K+] (potassium carbonate), Cl.Cl.N1(C=NC=C1)CCN (2-(1H-imidazol-1-yl)ethylamine dihydrochloride). Run in CS(=O)C (dimethyl sulphoxide), C(C)N(CC)CC (triethylamine), C(C)O (ethanol). The product is FC=1C=CC2=C(NC(=N2)C2=CC=CC=3N(C4=CC=CC=C4C23)C2=CC(=C(C(=O)N)C=C2)NCCN2C=NC=C2)C1 (4-[4-(6-fluoro-1H-benzimidazol-2-yl)-9H-carbazol-9-yl]-2-[2-(1H-imidazol-1-yl]ethylamino]benzamide). Reaction SMILES: F[C:2]1[CH:9]=[C:8]([N:10]2[C:22]3[CH:21]=[CH:20][CH:19]=[C:18]([C:23]4[NH:27][C:26]5[CH:28]=[C:29]([F:32])[CH:30]=[CH:31][C:25]=5[N:24]=4)[C:17]=3[C:16]3[C:11]2=[CH:12][CH:13]=[CH:14][CH:15]=3)[CH:7]=[CH:6][C:3]=1[C:4]#[N:5].C(=O)([O-])[O-].[K+].[K+].Cl.Cl.[N:41]1([CH2:46][CH2:47][NH2:48])[CH:45]=[CH:44][N:43]=[CH:42]1.[OH-:49].[Na+].OO>CS(C)=O.C(O)C.C(N(CC)CC)C>[F:32][C:29]1[CH:30]=[CH:31][C:25]2[N:24]=[C:23]([C:18]3[C:17]4[C:16]5[C:11](=[CH:12][CH:13]=[CH:14][CH:15]=5)[N:10]([C:8]5[CH:7]=[CH:6][C:3]([C:4]([NH2:5])=[O:49])=[C:2]([NH:48][CH2:47][CH2:46][N:41]6[CH:45]=[CH:44][N:43]=[CH:42]6)[CH:9]=5)[C:22]=4[CH:21]=[CH:20][CH:19]=3)[NH:27][C:26]=2[CH:28]=1 |f:1.2.3,4.5.6,7.8|. Procedure: The process is carried out as in stage 3 of Example 3, but using 150 mg of 2-fluoro-4-[4-(6-fluoro-1H-benzimidazol-2-yl)carbazol-9-yl]benzonitrile, obtained according to stage 2 of Example 3, 148 mg of potassium carbonate, 1.314 g of 2-(1H-imidazol-1-yl)ethylamine dihydrochloride and 1.445 g of triethylamine in 2 ml of dimethyl sulphoxide. 0.678 ml of a 1M aqueous solution of sodium hydroxide, 0.656 ml of a 30% aqueous solution of hydrogen peroxide and 3 ml of ethanol are then added to the react...